This data is from the Open Reaction Database (ORD), a public repository of structured organic reaction records. The task is: describe an organic reaction: reactants, conditions, products, and yield RXN SMILES: [NH2:1][C:2]1[C:15]([CH3:16])=[CH:14][C:13]([C:17]#[N:18])=[CH:12][C:3]=1[C:4]([O:6]CCCCC)=O.[CH3:19][NH2:20].C[O-].[Na+]>>[NH2:1][C:2]1[C:15]([CH3:16])=[CH:14][C:13]([C:17]#[N:18])=[CH:12][C:3]=1[C:4]([NH:20][CH3:19])=[O:6] |f:2.3|. Reported procedure: The above-described method (Example 3) was repeated to stir pentyl 2-amino-5-cyano-3-methylbenzoate (1.50 g, mmol) with methylamine (10.8 g, mmol, 40% in methanol) and sodium methoxide (441 mg, 0.12 mmol, 30% in methanol) at room temperature for 18 hours. The entire reaction batch was vacuum distilled and stirred with diisopropyl ether. 2-Amino-5-cyano-N,3-dimethylbenzamide (0.79 g, 70.6% of theory, 96.4 area % LC) was obtained as a brown solid. Starting materials: NC1=C(C(=O)OCCCCC)C=C(C=C1C)C#N (pentyl 2-amino-5-cyano-3-methylbenzoate), CN (methylamine), C[O-].[Na+] (sodium methoxide). Yields the product NC1=C(C(=O)NC)C=C(C=C1C)C#N (2-Amino-5-cyano-N,3-dimethylbenzamide). The yield is 68.6%. The reactants are O=C1CCC(=O)N1Br, Cc1cc(C)cc(C(C)(C)C)c1, ClC(Cl)(Cl)Cl. As a reaction SMILES: [Br:13][N:14]1[C:15](=[O:16])[CH2:17][CH2:18][C:19]1=[O:20].[C:1]([CH3:2])([CH3:3])([CH3:4])[c:5]1[cH:6][c:7]([CH3:12])[cH:8][c:9]([CH3:11])[cH:10]1.[C:21]([Cl:22])([Cl:23])([Cl:24])[Cl:25]>>[C:1]([CH3:2])([CH3:3])([CH3:4])[c:5]1[cH:6][c:7]([CH2:12][Br:13])[cH:8][c:9]([CH3:11])[cH:10]1. Yields the product Cc1cc(CBr)cc(C(C)(C)C)c1. Reactants: CNCC(O)CN1CCCC1, CCCSC1NC(=O)C(=Cc2ccc3c(cnn3Cc3ccc(Cl)cc3C(F)(F)F)c2)S1. Yields the product CN(CC(O)CN1CCCC1)C1=NC(=O)C(=Cc2ccc3c(cnn3Cc3ccc(Cl)cc3C(F)(F)F)c2)S1. RXN SMILES: [CH3:33][NH:34][CH2:35][CH:36]([CH2:37][N:38]1[CH2:39][CH2:40][CH2:41][CH2:42]1)[OH:43].[Cl:1][c:2]1[cH:3][c:4]([C:29]([F:30])([F:31])[F:32])[c:5]([CH2:6][n:7]2[n:8][cH:9][c:10]3[cH:11][c:12]([CH:16]=[C:17]4[C:18](=[O:26])[NH:19][CH:20]([S:22][CH2:23][CH2:24][CH3:25])[S:21]4)[cH:13][cH:14][c:15]23)[cH:27][cH:28]1>>[Cl:1][c:2]1[cH:3][c:4]([C:29]([F:30])([F:31])[F:32])[c:5]([CH2:6][n:7]2[n:8][cH:9][c:10]3[cH:11][c:12]([CH:16]=[C:17]4[C:18](=[O:26])[N:19]=[C:20]([N:34]([CH3:33])[CH2:35][CH:36]([CH2:37][N:38]5[CH2:39][CH2:40][CH2:41][CH2:42]5)[OH:43])[S:21]4)[cH:13][cH:14][c:15]23)[cH:27][cH:28]1. Starting materials: O=C([O-])[O-], Cc1nc(O)c(-c2ccc(S(C)(=O)=O)cc2)s1, BrC1CCCC1, [K+], [K+], CN(C)C=O. The product is Cc1nc(OC2CCCC2)c(-c2ccc(S(C)(=O)=O)cc2)s1. Reaction SMILES: [C:18](=[O:19])([O-:20])[O-:21].[CH3:1][c:2]1[s:3][c:4](-[c:8]2[cH:9][cH:10][c:11]([S:14](=[O:15])(=[O:16])[CH3:17])[cH:12][cH:13]2)[c:5]([OH:7])[n:6]1.[CH:24]1([Br:29])[CH2:25][CH2:26][CH2:27][CH2:28]1.[K+:22].[K+:23].[O:30]=[CH:31][N:32]([CH3:33])[CH3:34]>>[CH3:1][c:2]1[s:3][c:4](-[c:8]2[cH:9][cH:10][c:11]([S:14](=[O:15])(=[O:16])[CH3:17])[cH:12][cH:13]2)[c:5]([O:7][CH:24]2[CH2:25][CH2:26][CH2:27][CH2:28]2)[n:6]1. Starting materials: C12(CC3CC(CC(C1)C3)C2)C=2C=C(C=CC2OCC2=CC=CC=C2)C2=NC=C(N=C2)/C=C/C(=O)OCC (ethyl(E)-3-{2-[3-(1-adamantyl)-4-benzyloxyphenyl]-5-pyrazinyl}-2-propenoate), B(Br)(Br)Br (boron tribromide). Solvent: C(Cl)Cl (CH2Cl2), C(Cl)Cl (CH2Cl2). The product is C12(CC3CC(CC(C1)C3)C2)C=2C=C(C=CC2O)C2=NC=C(N=C2)/C=C/C(=O)OCC (ethyl(E)-3-{2-[3-(1-adamantyl)-4-hydroxyphenyl]-5-pyrazinyl}-2-propenoate). The yield is 94.5%. As a reaction SMILES: [C:1]12([C:11]3[CH:12]=[C:13]([C:25]4[CH:30]=[N:29][C:28](/[CH:31]=[CH:32]/[C:33]([O:35][CH2:36][CH3:37])=[O:34])=[CH:27][N:26]=4)[CH:14]=[CH:15][C:16]=3[O:17]CC3C=CC=CC=3)[CH2:10][CH:5]3[CH2:6][CH:7]([CH2:9][CH:3]([CH2:4]3)[CH2:2]1)[CH2:8]2.B(Br)(Br)Br>C(Cl)Cl>[C:1]12([C:11]3[CH:12]=[C:13]([C:25]4[CH:30]=[N:29][C:28](/[CH:31]=[CH:32]/[C:33]([O:35][CH2:36][CH3:37])=[O:34])=[CH:27][N:26]=4)[CH:14]=[CH:15][C:16]=3[OH:17])[CH2:2][CH:3]3[CH2:4][CH:5]([CH2:6][CH:7]([CH2:9]3)[CH2:8]1)[CH2:10]2. Procedure details: A solution of ethyl(E)-3-{2-[3-(1-adamantyl)-4-benzyloxyphenyl]-5-pyrazinyl}-2-propenoate (477 mg, 0.96 mmol), 1.0 M boron tribromide (3.86 mmol) in CH2Cl2 (3.86 mL), and CH2Cl2 (13 mL) was stirred at −78° C. under argon for 2 h, quenched with water (50 mL), and extracted with EtOAc (100 mL, 50 mL, and 30 mL). The extracts were washed (brine) and dried. After solvent removal at reduced pressure, the residue was purified on silica gel (20% to 33% EtOAc/hexane) to give 367 mg (94%) of ethyl(E)-3-{... Reactants: CC1(CC(NC2=CC(=CC=C12)C#C[Si](C)(C)C)=O)C (4,4-dimethyl-2-oxo-1,2,3,4-tetrahydro-7-[(trimethylsilyl)ethynyl]quinoline), CC1(CC(NC2=CC(=CC=C12)C#C[Si](C)(C)C)=O)C (4,4-dimethyl-2-oxo-1,2,3,4-tetrahydro-7-[(trimethylsilyl)ethynyl]quinoline), C(=O)([O-])[O-].[K+].[K+] (K2CO3), CC1(CC(NC2=CC=C(C=C12)C#C)=O)C (4,4-dimethyl-2-oxo-1,2,3,4-tetrahydro-6-ethynylquinoline), CC1(CC(NC2=CC=C(C=C12)C#C)=O)C (4,4-dimethyl-2-oxo-1,2,3,4-tetrahydro-6-ethynylquinoline). Solvent: CO (methanol). Product: CC1(CC(NC2=CC(=CC=C12)C#C)=O)C (4,4-Dimethyl-2-oxo-1,2,3,4-tetrahydro-7-ethynylquinoline). As a reaction SMILES: [CH3:1][C:2]1([CH3:19])[C:11]2[C:6](=[CH:7][C:8]([C:12]#[C:13][Si](C)(C)C)=[CH:9][CH:10]=2)[NH:5][C:4](=[O:18])[CH2:3]1.C([O-])([O-])=O.[K+].[K+].CC1(C)C2C(=CC=C(C#C)C=2)NC(=O)C1>CO>[CH3:1][C:2]1([CH3:19])[C:11]2[C:6](=[CH:7][C:8]([C:12]#[CH:13])=[CH:9][CH:10]=2)[NH:5][C:4](=[O:18])[CH2:3]1 |f:1.2.3|. Procedure: 1.77 g (6.5 mmol) of 4,4-dimethyl-2-oxo-1,2,3,4-tetrahydro-7-[(trimethylsilyl)ethynyl]quinoline (Compound 19), and 175 mg (1.3 mmol) of K2CO3 in 60 ml of methanol were reacted substantially in accordance with the procedure used for the preparation of 4,4-dimethyl-2-oxo-1,2,3,4-tetrahydro-6-ethynylquinoline (Compound 3), to give the title compound as an orange oil. The product was used in the next reaction without further purification. Reactants: CCOC(=O)CC(C)=O, CCCCCC1=CCCC1=O, CC(=O)O, CCO, [Cl-], [Na+], [Na]. The product is CCCCCC1C(=O)CCC1C(C(C)=O)C(=O)OCC. As a reaction SMILES: [C:2]([CH2:3][C:4](=[O:5])[CH3:6])(=[O:7])[O:8][CH2:9][CH3:10].[CH2:11]([CH2:12][CH2:13][CH2:14][CH3:15])[C:16]1=[CH:20][CH2:19][CH2:18][C:17]1=[O:21].[CH3:24][C:25](=[O:26])[OH:27].[CH3:28][CH2:29][OH:30].[Cl-:23].[Na+:22].[Na:1]>>[C:2]([CH:3]([C:4](=[O:5])[CH3:6])[CH:20]1[CH:16]([CH2:11][CH2:12][CH2:13][CH2:14][CH3:15])[C:17](=[O:21])[CH2:18][CH2:19]1)(=[O:7])[O:8][CH2:9][CH3:10]. Starting materials: C=C(C)C=1C=C(C2=C(OC3=C2C=CC=C3)C1C(=C)C)N (3,4-di(prop-1-en-2-yl)dibenzo[b,d]furan-1-amine), C(C)O (ethanol), C(C)(=O)O (acetic acid). Reagents/catalysts: [Pt] (Pt/C), [Pd] (Pd/C). Reaction conditions: time 8 hour. The product is C(C)(C)C1=C(C2=C(OC3=C2C=CC=C3)C(=C1)C(C)C)N (2,4-diisopropyldibenzo[b,d]furan-1-amine). Isolated yield 68.0%. Reaction SMILES: C=C([C:4]1[CH:5]=[C:6]([NH2:20])[C:7]2[C:11]3[CH:12]=[CH:13][CH:14]=[CH:15][C:10]=3[O:9][C:8]=2[C:16]=1[C:17]([CH3:19])=[CH2:18])C.[CH2:21](O)[CH3:22].[C:24](O)(=O)C>[Pt].[Pd]>[CH:21]([C:5]1[CH:4]=[C:16]([CH:17]([CH3:18])[CH3:19])[C:8]2[O:9][C:10]3[CH:15]=[CH:14][CH:13]=[CH:12][C:11]=3[C:7]=2[C:6]=1[NH2:20])([CH3:22])[CH3:24]. Procedure details: 3,4-di(prop-1-en-2-yl)dibenzo[b,d]furan-1-amine (4.8 g, 18.2 mmol), and 5% Pt/C (0.48 g) and 10% Pd/C (0.48 g) were added to a mixture of ethanol (90 mL) and acetic acid (10 mL). Reaction mixture was hydrogenated overnight at 50 psi. Reaction mixture was filtered through a Celite pad and most of the organic solvent was evaporated under vacuum. Crude product was dissolved in ethylacetate and partitioned between 1N NaOH and ethylacetate to get rid of any acetic acid. Organic layer was dried over a... Starting materials: Cl.C1(CCCCC1)NN (cyclohexylhydrazine hydrochloride), C[O-].[Na+] (sodium methoxide), C(C)OCC(C#N)C#N (ethoxymethylmalononitrile). The solvent is C(C)O (ethanol). Conditions: temperature 70 celsius. The product is NC1=C(C=NN1C1CCCCC1)C#N (5-Amino-1-cyclohexyl-1H-pyrazole-4-carbonitrile). Yield: 66.2%. RXN SMILES: Cl.[CH:2]1([NH:8][NH2:9])[CH2:7][CH2:6][CH2:5][CH2:4][CH2:3]1.C[O-].[Na+].C(O[CH2:16][CH:17]([C:20]#[N:21])[C:18]#[N:19])C>C(O)C>[NH2:21][C:20]1[N:8]([CH:2]2[CH2:7][CH2:6][CH2:5][CH2:4][CH2:3]2)[N:9]=[CH:16][C:17]=1[C:18]#[N:19] |f:0.1,2.3|. Reported procedure: To cyclohexylhydrazine hydrochloride (7.52 g, 50 mmol) generated above in 500 mL absolute ethanol was added sodium methoxide (Aldrich, 2.7 g, 50 mmol). The mixture was stirred briefly and ethoxymethylmalononitrile (Acros, 6.11 g, 50 mmol) was added in small portions over twenty minutes. The reaction mixture was then heated at 70° C. under argon overnight. On cooling, the reaction was concentrated and subjected to flash chromatography on silica gel (1:1 hexane:ethyl acetate) affording 6.3 g (66%)...